describe an organic reaction: reactants, conditions, products, and yield From a dataset of the Open Reaction Database (ORD), a public repository of structured organic reaction records. The reactants are tetrakistriphenylphosphine palladium, BrC=1C=CC2=C(C=C(CCS2)C(=O)OC)C1 (methyl 7-bromo-2,3-dihydro-1-benzothiepine-4-carboxylate), B(OC1=CC=C(C=C1)N1CCOCC1)([O-])[O-] (4-morpholinophenyl borate), C([O-])([O-])=O.[K+].[K+] (potassium carbonate). Solvent: C1(=CC=CC=C1)C.C(C)O.O (toluene ethanol water). Reaction conditions: time 1 hour. Yields the product O1CCN(CC1)C1=CC=C(C=C1)C=1C=CC2=C(C=C(CCS2)C(=O)OC)C1 (methyl 7-(4-morpholinophenyl)-2,3-dihydro-1-benzothiepine-4-carboxylate). Isolated yield 74.4%. As a reaction SMILES: Br[C:2]1[CH:3]=[CH:4][C:5]2[S:11][CH2:10][CH2:9][C:8]([C:12]([O:14][CH3:15])=[O:13])=[CH:7][C:6]=2[CH:16]=1.B([O-])([O-])O[C:19]1[CH:24]=[CH:23][C:22]([N:25]2[CH2:30][CH2:29][O:28][CH2:27][CH2:26]2)=[CH:21][CH:20]=1.C(=O)([O-])[O-].[K+].[K+]>C1(C)C=CC=CC=1.C(O)C.O>[O:28]1[CH2:29][CH2:30][N:25]([C:22]2[CH:23]=[CH:24][C:19]([C:2]3[CH:3]=[CH:4][C:5]4[S:11][CH2:10][CH2:9][C:8]([C:12]([O:14][CH3:15])=[O:13])=[CH:7][C:6]=4[CH:16]=3)=[CH:20][CH:21]=2)[CH2:26][CH2:27]1 |f:2.3.4,5.6.7|. Procedure details: Under argon atmosphere, a mixture of methyl 7-bromo-2,3-dihydro-1-benzothiepine-4-carboxylate (0.70 g), 4-morpholinophenyl borate (581.3 mg) and potassium carbonate (0.65 g) in toluene/ethanol/water (20/2/2 ml) was stirred at room temperature for 1 hour. To the mixture was added tetrakistriphenylphosphine palladium (0.14 g), and the mixture was refluxed for 20 hours and then cooled. The mixture was extracted with ethyl acetate, washed with saturated brine and dried with magnesium sulfate. Under ... Starting materials: CN1CCN2c3ccccc3Oc3ccccc3C2C1, Cc1ccccc1, CCOC(=O)Cl. Yields the product CCOC(=O)N1CCN2c3ccccc3Oc3ccccc3C2C1. As a reaction SMILES: [CH3:1][N:2]1[CH2:3][CH:4]2[N:5]([c:6]3[c:7]([cH:15][cH:16][cH:17][cH:18]3)[O:8][c:9]3[c:10]2[cH:11][cH:12][cH:13][cH:14]3)[CH2:19][CH2:20]1.[CH3:27][c:28]1[cH:29][cH:30][cH:31][cH:32][cH:33]1.[Cl:21][C:22](=[O:23])[O:24][CH2:25][CH3:26]>>[N:2]1([C:22](=[O:23])[O:24][CH2:25][CH3:26])[CH2:3][CH:4]2[N:5]([c:6]3[c:7]([cH:15][cH:16][cH:17][cH:18]3)[O:8][c:9]3[c:10]2[cH:11][cH:12][cH:13][cH:14]3)[CH2:19][CH2:20]1. The reactants are Br, CC(=O)O, Nc1ccccc1[N+](=O)[O-], [NH4+], O, N#C[S-]. Yields the product N#CSc1ccc(N)c([N+](=O)[O-])c1. As a reaction SMILES: [Br:15].[CH3:17][C:18](=[O:19])[OH:20].[N+:1](=[O:2])([O-:3])[c:4]1[c:5]([NH2:6])[cH:7][cH:8][cH:9][cH:10]1.[NH4+:14].[OH2:16].[S-:11][C:12]#[N:13]>>[N+:1](=[O:2])([O-:3])[c:4]1[c:5]([NH2:6])[cH:7][cH:8][c:9]([S:11][C:12]#[N:13])[cH:10]1. Starting materials: [N+](=O)(O)[O-] (nitric acid), dioxide, nitrogen oxides, [OH-].[Ca+2].[OH-] (calcium hydroxide). Run in O (water), O (water). Yields the product [N+](=O)([O-])[O-].[Ca+2].[N+](=O)([O-])[O-] (calcium nitrate). As a reaction SMILES: [OH-].[Ca+2:2].[OH-].[N+:4]([O-:7])([OH:6])=[O:5]>O>[N+:4]([O-:7])([O-:6])=[O:5].[Ca+2:2].[N+:4]([O-:7])([O-:6])=[O:5] |f:0.1.2,5.6.7|. Procedure: A method of removing dioxide and nitrogen oxides from a gaseous stream where an alkaline earth compound is added, either in a wet scrubbing unit which substantially saturates the gaseous stream with water, or to a gaseous stream to which water has been added, and the gaseous stream then exposed to a coronal discharge, with dry calcium hydroxide added which reacts with nitric acid formed by the coronal discharge to form calcium nitrate. Alkaline earth sulfites or sulfates, formed by reaction of t... Starting materials: CCO, CC(=O)O, Cl, O=C(O)C(F)C(CF)NCc1ccccc1, O. Product: NC(CF)C(F)C(=O)O. Reaction SMILES: [CH2:18]([OH:19])[CH3:20].[CH3:22][C:23](=[O:24])[OH:25].[ClH:17].[F:1][CH:2]([C:3](=[O:4])[OH:5])[CH:6]([CH2:7][F:8])[NH:9][CH2:10][c:11]1[cH:12][cH:13][cH:14][cH:15][cH:16]1.[OH2:21]>>[F:1][CH:2]([C:3](=[O:4])[OH:5])[CH:6]([CH2:7][F:8])[NH2:9]. Starting materials: [H-].[Na+] (sodium hydride), BrC1=CC(=C(C=C1)CBr)CBr (1-bromo-3,4-di(bromomethyl)benzene), ice water, CC=1C=CC(=CC1)S(=O)(=O)N (p-toluenesulfonamide). Solvent: CN(C=O)C (N,N-dimethylformamide), CN(C=O)C (N,N-dimethylformamide), CN(C=O)C (N,N-dimethylformamide). Conditions: temperature 60 celsius, time 30 minute. Product: BrC=1C=C2CN(CC2=CC1)S(=O)(=O)C1=CC=C(C=C1)C (5-bromo-2-(p-toluenesulfonyl)isoindoline). Yield: 87.0%. Reaction SMILES: [H-].[Na+].[CH3:3][C:4]1[CH:5]=[CH:6][C:7]([S:10]([NH2:13])(=[O:12])=[O:11])=[CH:8][CH:9]=1.[Br:14][C:15]1[CH:20]=[CH:19][C:18]([CH2:21]Br)=[C:17]([CH2:23]Br)[CH:16]=1>CN(C)C=O>[Br:14][C:15]1[CH:16]=[C:17]2[C:18](=[CH:19][CH:20]=1)[CH2:21][N:13]([S:10]([C:7]1[CH:6]=[CH:5][C:4]([CH3:3])=[CH:9][CH:8]=1)(=[O:12])=[O:11])[CH2:23]2 |f:0.1|. Reported procedure: In 70 ml of N,N-dimethylformamide was suspended 3.97 g of sodium hydride (purity: 60%), followed by adding thereto 50 ml of a N,N-dimethylformamide solution containing 8.49 g of p-toluenesulfonamide, and the resulting mixture was stirred at 60° C. for 30 minutes. A solution of 17.0 g of 1-bromo-3,4-di(bromomethyl)benzene in 50 ml of N,N-dimethylformamide was added to the reaction mixture at 60° C. and the resulting mixture was stirred at the same temperature for 1 hour. The reaction mixture obta...